From a dataset of the Open Reaction Database (ORD), a public repository of structured organic reaction records. describe an organic reaction: reactants, conditions, products, and yield Reactants: C(C)N1N=CC(=C1O)C(C1=C(C(=C(C=C1)S(=O)(=O)C)N1CC(OC(C1)CC)O)Cl)=O (1-ethyl-4-(2-chloro-3-(2-hydroxy-6-ethylmorpholin-4-yl)-4-methylsulfonylbenzoyl)-5-hydroxypyrazole), C(C)(=O)Cl (acetyl chloride). Run in CO (methanol), ClCCl (dichloromethane), CO (methanol). Run at time 1 hour. The product is C(C)N1N=CC(=C1O)C(C1=C(C(=C(C=C1)S(=O)(=O)C)N1CC(OC(C1)CC)OC)Cl)=O (1-Ethyl-4-(2-chloro-3-(6-ethyl-2-methoxymorpholin-4-yl)-4-methylsulfonylbenzoyl)-5-hydroxypyrazole). As a reaction SMILES: [CH2:1]([N:3]1[C:7]([OH:8])=[C:6]([C:9](=[O:30])[C:10]2[CH:15]=[CH:14][C:13]([S:16]([CH3:19])(=[O:18])=[O:17])=[C:12]([N:20]3[CH2:25][CH:24]([CH2:26][CH3:27])[O:23][CH:22]([OH:28])[CH2:21]3)[C:11]=2[Cl:29])[CH:5]=[N:4]1)[CH3:2].[C:31](Cl)(=O)C>CO.ClCCl>[CH2:1]([N:3]1[C:7]([OH:8])=[C:6]([C:9](=[O:30])[C:10]2[CH:15]=[CH:14][C:13]([S:16]([CH3:19])(=[O:18])=[O:17])=[C:12]([N:20]3[CH2:25][CH:24]([CH2:26][CH3:27])[O:23][CH:22]([O:28][CH3:31])[CH2:21]3)[C:11]=2[Cl:29])[CH:5]=[N:4]1)[CH3:2]. Procedure details: A solution of 1.08 g (2.35 mmol) of 1-ethyl-4-(2-chloro-3-(2-hydroxy-6-ethylmorpholin-4-yl)-4-methylsulfonylbenzoyl)-5-hydroxypyrazole in 5 mL of methanol was added with stirring to a solution of 20 mL of methanol pre-treated with 2 mL of acetyl chloride. After 1 hour, the mixture was diluted with dichloromethane and the resulting solution was washed with water and concentrated by evaporation under reduced pressure. The two component mixture residue obtained was separated and purified by prepara... The reactants are C1(=CC=CC=C1)C(C(=O)N=C=O)C1=CC=CC=C1 (diphenylacetyl isocyanate), C1(CC1)CO (cyclopropyl-methanol). Yields the product C1(CC1)COC(NC(C(C1=CC=CC=C1)C1=CC=CC=C1)=O)=O (Diphenylacetyl-carbamic acid cyclopropylmethyl ester). Reaction SMILES: [C:1]1([CH:7]([C:13]2[CH:18]=[CH:17][CH:16]=[CH:15][CH:14]=2)[C:8]([N:10]=[C:11]=[O:12])=[O:9])[CH:6]=[CH:5][CH:4]=[CH:3][CH:2]=1.[CH:19]1([CH2:22][OH:23])[CH2:21][CH2:20]1>>[CH:19]1([CH2:22][O:23][C:11](=[O:12])[NH:10][C:8](=[O:9])[CH:7]([C:1]2[CH:6]=[CH:5][CH:4]=[CH:3][CH:2]=2)[C:13]2[CH:18]=[CH:17][CH:16]=[CH:15][CH:14]=2)[CH2:21][CH2:20]1. Procedure: The title compound, white solid, m.p.=108° C., MS: m/e=309.4 (M+H+) was prepared in accordance with the general method of example 1 from diphenylacetyl isocyanate and cyclopropyl-methanol. The reactants are [Cl-].[NH4+] (ammonium chloride), [Cl-].[Ce+3].[Cl-].[Cl-] (cerium(III) chloride), C(C1=CC=CC=C1)N1CCC(CC1)=O (1-benzyl-4-piperidone), C(CCC)[Li] (n-butyl lithium), BrC1=NC(=CC=C1)C (2-bromo-6-methylpyridine), C(C)(C)NC(C)C (diisopropylamine). Solvent: C(C)(=O)OCC (ethyl acetate), O1CCCC1 (tetrahydrofuran), CCCCCC (hexane). Reaction conditions: temperature 0 celsius, time 30 minute. Yields the product C(C1=CC=CC=C1)N1CCC(CC1)(O)CC1=NC(=CC=C1)Br (1-benzyl-4-((6-bromopyridin-2-yl)methyl)piperidin-4-ol). As a reaction SMILES: C(NC(C)C)(C)C.C([Li])CCC.[Br:13][C:14]1[CH:19]=[CH:18][CH:17]=[C:16]([CH3:20])[N:15]=1.[Cl-].[Ce+3].[Cl-].[Cl-].[CH2:25]([N:32]1[CH2:37][CH2:36][C:35](=[O:38])[CH2:34][CH2:33]1)[C:26]1[CH:31]=[CH:30][CH:29]=[CH:28][CH:27]=1.[Cl-].[NH4+]>O1CCCC1.C(OCC)(=O)C.CCCCCC>[CH2:25]([N:32]1[CH2:37][CH2:36][C:35]([CH2:20][C:16]2[CH:17]=[CH:18][CH:19]=[C:14]([Br:13])[N:15]=2)([OH:38])[CH2:34][CH2:33]1)[C:26]1[CH:27]=[CH:28][CH:29]=[CH:30][CH:31]=1 |f:3.4.5.6,8.9|. Reported procedure: To a solution of 1.11 ml of diisopropylamine in 20 ml of tetrahydrofuran was added 0.73 ml of a hexane solution containing 2.66 M n-butyl lithium at −78° C. The reaction mixture was warmed to 0° C., and then cooled to −78° C. 1.2 ml of 2-bromo-6-methylpyridine was slowly added to the reaction mixture below −70° C., followed by stirring the reaction mixture at −78° C. for 30 minutes. 1.95 g of cerium(III) chloride was added to the reaction mixture at −78° C., followed by stirring the reaction mix... The reactants are N1CCC2=CC=CC=C12 (indoline), ClCCCO (3-chloropropanol), C(C)(=O)OCC (ethyl acetate), C([O-])([O-])=O.[K+].[K+] (potassium carbonate), ClCCCO (3-chloropropanol), ClCCCO (3-chloropropanol), C([O-])([O-])=O.[K+].[K+] (potassium carbonate). The reagents and catalysts are [Br-].C(CCC)[N+](CCCC)(CCCC)CCCC (tetra-n-butylammonium bromide), [Br-].C(CCC)[N+](CCCC)(CCCC)CCCC (tetra-n-butylammonium bromide). The solvent is O (water), C1(=CC=CC=C1)C (toluene), O (water), C1(=CC=CC=C1)C (toluene), C(Cl)Cl (methylene chloride). Conditions: time 23 hour. Yields the product OCCCN1CCC2=CC=CC=C12 (1-(3-Hydroxypropyl)indoline). Isolated yield 72.5%. RXN SMILES: [NH:1]1[C:9]2[C:4](=[CH:5][CH:6]=[CH:7][CH:8]=2)[CH2:3][CH2:2]1.Cl[CH2:11][CH2:12][CH2:13][OH:14].C(=O)([O-])[O-].[K+].[K+].C(OCC)(=O)C>[Br-].C([N+](CCCC)(CCCC)CCCC)CCC.C(Cl)Cl.O.C1(C)C=CC=CC=1>[OH:14][CH2:13][CH2:12][CH2:11][N:1]1[C:9]2[C:4](=[CH:5][CH:6]=[CH:7][CH:8]=2)[CH2:3][CH2:2]1 |f:2.3.4,6.7|. Procedure details: A stirred reaction mixture consisting of 22.5 ml (0.20 mole) of indoline, 29.8 ml (0.30 mole) of 3-chloropropanol, 41.4 g (0.30 mole) of potassium carbonate, 0.5 g of tetra-n-butylammonium bromide, 150 ml of toluene, and 50 ml of water was heated at reflux temperature for 5 hr. An additional 15 ml (0.15 mole) of 3-chloropropanol was added and reflux continued for an additional 23 hr. Thin layer chromatographic (TLC) analysis (10% ethyl acetate in methylene chloride) showed the reaction to be abo... Starting materials: C(C1=CC=CC=C1)OC(C1=CC(=CC=C1)N)=O (3-amino-benzoic acid benzyl ester), C1=C(C=CC2=CC=CC=C12)C=O (2-naphthaldehyde), O (H2O), CNC[C@H](O)[C@@H](O)[C@H](O)[C@H](O)CO (N-methyl-D-glucamine), C1(CCCCCC1)CCC(=O)O (cycloheptanepropionic acid), C1(CCCCC1)C=O (cyclohexanecarboxaldehyde), C(C1=CC=CC=C1)OC(C1=CC(C(=O)OCC2=CC=CC=C2)=CC(=C1)N)=O (5-amino-isophthalic acid dibenzyl ester). The solvent is O.O1CCOCC1 (water dioxan). The product is C1(CCCCCC1)CCC1=C(N=C(N1)C1CCCCC1)C(=O)O (5-(2-Cycloheptyl-ethyl)-2-cyclohexyl-1H-imidazole-4-carboxylic acid), C1(CCCCCC1)CCC1=C(N=C(N1)C1CCCCC1)C(=O)NC=1C=C(C(=O)O)C=CC1 (3-{[5-(2-Cycloheptyl-ethyl)-2-cyclohexyl-1H-imidazole-4-carbonyl]-amino}-benzoic Acid). As a reaction SMILES: [CH:1]1([CH2:8][CH2:9][C:10](O)=O)[CH2:7][CH2:6][CH2:5][CH2:4][CH2:3][CH2:2]1.[CH:13]1([CH:19]=O)[CH2:18][CH2:17][CH2:16][CH2:15][CH2:14]1.[CH:21]1[C:30]2[C:25](=[CH:26][CH:27]=[CH:28][CH:29]=2)C=CC=1C=O.C([O:40][C:41](=[O:49])[C:42]1[CH:47]=[CH:46][CH:45]=[C:44]([NH2:48])[CH:43]=1)C1C=CC=CC=1.C(OC(=O)C1C=C([NH2:75])C=C(C(OCC2C=CC=CC=2)=O)C=1)C1C=CC=CC=1.C[NH:78][CH2:79][C@@H:80]([C@H]([C@@H]([C@@H](CO)O)O)O)[OH:81].[OH2:90]>O.O1CCOCC1>[CH:1]1([CH2:8][CH2:9][C:10]2[NH:48][C:19]([CH:13]3[CH2:14][CH2:15][CH2:16][CH2:17][CH2:18]3)=[N:78][C:79]=2[C:80]([OH:81])=[O:90])[CH2:2][CH2:3][CH2:4][CH2:5][CH2:6][CH2:7]1.[CH:1]1([CH2:8][CH2:9][C:10]2[NH:75][C:21]([CH:30]3[CH2:25][CH2:26][CH2:27][CH2:28][CH2:29]3)=[N:78][C:79]=2[C:80]([NH:48][C:44]2[CH:43]=[C:42]([CH:47]=[CH:46][CH:45]=2)[C:41]([OH:40])=[O:49])=[O:81])[CH2:2][CH2:3][CH2:4][CH2:5][CH2:6][CH2:7]1 |f:7.8|. Procedure: 5-(2-Cycloheptyl-ethyl)-2-cyclohexyl-1H-imidazole-4-carboxylic acid was prepared according to the procedure of Example 20, steps a, b and c, with the modification that cycloheptanepropionic acid was used instead of cycloheptaneacetic acid in step a, and cyclohexanecarboxaldehyde replaced 2-naphthaldehyde in step b. The acid was then converted to the title compound according to the procedure of Example 20, steps d and e, with the modification that 3-amino-benzoic acid benzyl ester replaced 5-amin... Starting materials: CCOC(=O)C=P(c1ccccc1)(c1ccccc1)c1ccccc1, ClCCl, O=Cc1cccc(C(F)(F)F)c1. Yields the product CCOC(=O)C=Cc1cccc(C(F)(F)F)c1. Reaction SMILES: [CH2:1]([CH3:2])[O:3][C:4](=[O:5])[CH:6]=[P:7]([c:8]1[cH:9][cH:10][cH:11][cH:12][cH:13]1)([c:14]1[cH:15][cH:16][cH:17][cH:18][cH:19]1)[c:20]1[cH:21][cH:22][cH:23][cH:24][cH:25]1.[Cl:38][CH2:39][Cl:40].[F:26][C:27]([c:28]1[cH:29][c:30]([CH:31]=[O:32])[cH:33][cH:34][cH:35]1)([F:36])[F:37]>>[CH2:1]([CH3:2])[O:3][C:4](=[O:5])[CH:6]=[CH:31][c:30]1[cH:29][c:28]([C:27]([F:26])([F:36])[F:37])[cH:35][cH:34][cH:33]1. Reactants: Cl (hydrochloric acid), O.[OH-].[Li+] (lithium hydroxide monohydrate), COC=1C=C(C(=O)OC)C=CC1CC1=CNC2=CC=C(C=C12)[N+](=O)[O-] (methyl 3-methoxy-4-(5-nitroindol-3-ylmethyl)benzoate). Solvent: O (water), CO (methanol). Run at time 18 hour. The product is [N+](=O)([O-])C=1C=C2C(=CNC2=CC1)CC1=C(C=C(C(=O)O)C=C1)OC (4-(5-nitroindol-3-ylmethyl)-3-methoxybenzoic acid). As a reaction SMILES: O.[OH-].[Li+].[CH3:4][O:5][C:6]1[CH:7]=[C:8]([CH:13]=[CH:14][C:15]=1[CH2:16][C:17]1[C:25]2[C:20](=[CH:21][CH:22]=[C:23]([N+:26]([O-:28])=[O:27])[CH:24]=2)[NH:19][CH:18]=1)[C:9]([O:11]C)=[O:10].Cl>O.CO>[N+:26]([C:23]1[CH:24]=[C:25]2[C:20](=[CH:21][CH:22]=1)[NH:19][CH:18]=[C:17]2[CH2:16][C:15]1[CH:14]=[CH:13][C:8]([C:9]([OH:11])=[O:10])=[CH:7][C:6]=1[O:5][CH3:4])([O-:28])=[O:27] |f:0.1.2|. Procedure: A solution of lithium hydroxide monohydrate (1.2 g.) in water (20 ml.) was added to a suspension of nitro ester (C) (2.0 g.) in methanol (30 ml.). The mixture was stirred at ambient temperature for 18 hours and then acidified with hydrochloric acid (1N, 50 ml.). The yellow precipitate was isolated by filtration, washed with water, and dried to give 4-(5-nitroindol-3-ylmethyl)-3-methoxybenzoic acid; partial NMR (250 MHz, DMSO-d6): 3.92(s,3H, OMe); 4.12(s,2H, ArCH2); 11.64(br s,1H, NH). Reactants: Cl.Cl.C(C)NC=1N=CC2=C(N3CCC[C@H]3CN(C2=O)CC2CCNCC2)N1 ((S)-9-Ethylamino-5-(piperidin-4-yl)methyl-1,2,3,3a,4,5-hexahydro-5,8,10,10b-tetraazabenzo[e]azulen-6-one.dihydrochloride), [OH-] (hydroxide). Solvent: CO (methanol). Reaction conditions: time 1 hour. Yields the product C(C)NC=1N=CC2=C(N3CCC[C@H]3CN(C2=O)CC2CCNCC2)N1 ((S)-9-ethylamino-5-(piperidin-4-yl)methyl-1,2,3,3a,4,5-hexahydro-5,8,10,10b-tetraazabenzo[e]azulen-6-one). The yield is 102.5%. RXN SMILES: Cl.Cl.[CH2:3]([NH:5][C:6]1[N:7]=[CH:8][C:9]2[C:18](=[O:19])[N:17]([CH2:20][CH:21]3[CH2:26][CH2:25][NH:24][CH2:23][CH2:22]3)[CH2:16][C@H:15]3[N:11]([CH2:12][CH2:13][CH2:14]3)[C:10]=2[N:27]=1)[CH3:4].[OH-]>CO>[CH2:3]([NH:5][C:6]1[N:7]=[CH:8][C:9]2[C:18](=[O:19])[N:17]([CH2:20][CH:21]3[CH2:22][CH2:23][NH:24][CH2:25][CH2:26]3)[CH2:16][C@H:15]3[N:11]([CH2:12][CH2:13][CH2:14]3)[C:10]=2[N:27]=1)[CH3:4] |f:0.1.2|. Procedure details: Compound 24 (1.05 g, 2.52 mmol) obtained in Example 24 was dissolved in methanol (10 mL), and the mixture was stirred at room temperature for 1 hour after adding BIO RAD AG 1-X8 Resin (BIO RAD; AG 1-X8 resin, 20-50 mesh, hydroxide form). The reaction mixture was filtrated, and the filtrate was concentrated under reduced pressure to give (S)-9-ethylamino-5-(piperidin-4-yl)methyl-1,2,3,3a,4,5-hexahydro-5,8,10,10b-tetraazabenzo[e]azulen-6-one (890 mg, quantitative).